From a dataset of the Open Reaction Database (ORD), a public repository of structured organic reaction records. describe an organic reaction: reactants, conditions, products, and yield Starting materials: COC(CC(C)=O)=O (3-oxo-butyric acid methyl ester), R3—(CH2)m—NH2, C1(CCCCC1)N (cyclohexylamine), BrCC(=O)C1=C(C=CC(=C1)OC)OC (2-bromo-1-(2,5-dimethoxy-phenyl)-ethanone), ClC1=C(CCN)C=CC=C1 (2-chloro-phenethylamine). Yields the product C1(CCCCC1)NC(=O)C1=C(N(C(=C1)C1=C(C=CC(=C1)OC)OC)CCC1=C(C=CC=C1)Cl)C (1-[2-(2-Chloro-phenyl)-ethyl]-5-(2,5-dimethoxy-phenyl)-2-methyl-1H-pyrrole-3-carboxylic acid cyclohexylamide). Reaction SMILES: C[O:2][C:3](=O)[CH2:4][C:5](=O)[CH3:6].Br[CH2:10][C:11]([C:13]1[CH:18]=[C:17]([O:19][CH3:20])[CH:16]=[CH:15][C:14]=1[O:21][CH3:22])=O.[Cl:23][C:24]1[CH:32]=[CH:31][CH:30]=[CH:29][C:25]=1[CH2:26][CH2:27][NH2:28].[CH:33]1([NH2:39])[CH2:38][CH2:37][CH2:36][CH2:35][CH2:34]1>>[CH:33]1([NH:39][C:3]([C:4]2[CH:10]=[C:11]([C:13]3[CH:18]=[C:17]([O:19][CH3:20])[CH:16]=[CH:15][C:14]=3[O:21][CH3:22])[N:28]([CH2:27][CH2:26][C:25]3[CH:29]=[CH:30][CH:31]=[CH:32][C:24]=3[Cl:23])[C:5]=2[CH3:6])=[O:2])[CH2:38][CH2:37][CH2:36][CH2:35][CH2:34]1. Reported procedure: The title compound was synthesized in analogy to Example 68, using 3-oxo-butyric acid methyl ester as compound of formula R, 2-bromo-1-(2,5-dimethoxy-phenyl)-ethanone as compound of formula S, 2-chloro-phenethylamine as R3—(CH2)m—NH2 and cyclohexylamine as R1R2NH, MS (ISP) 481.3 (M+H)+. Reactants: Cl.Cl.NC1CN2CCC1CC2 (3-amino quinuclidine dihydrochloride), O.O.O.O.O.O.O.O.[OH-].[Ba+2].[OH-] (barium hydroxide octahydrate), C(CC)OC1=C(C(=O)Cl)C=CC=C1 (2-propoxybenzoyl chloride). Solvent: C(=O)=O (carbon dioxide), C(Cl)Cl (methylene chloride). Product: Cl.N12CC(C(CC1)CC2)NC(C2=C(C=CC=C2)OCCC)=O (N-(1-Azabicyclo[2.2.2]oct-3-yl)-2-propoxybenzamide, hydrochloride). RXN SMILES: Cl.Cl.[NH2:3][CH:4]1[CH:9]2[CH2:10][CH2:11][N:6]([CH2:7][CH2:8]2)[CH2:5]1.O.O.O.O.O.O.O.O.[OH-].[Ba+2].[OH-].[CH2:23]([O:26][C:27]1[CH:35]=[CH:34][CH:33]=[CH:32][C:28]=1[C:29]([Cl:31])=[O:30])[CH2:24][CH3:25]>C(=O)=O.C(Cl)Cl>[ClH:31].[N:6]12[CH2:11][CH2:10][CH:9]([CH2:8][CH2:7]1)[CH:4]([NH:3][C:29](=[O:30])[C:28]1[CH:32]=[CH:33][CH:34]=[CH:35][C:27]=1[O:26][CH2:23][CH2:24][CH3:25])[CH2:5]2 |f:0.1.2,3.4.5.6.7.8.9.10.11.12.13,17.18|. Procedure details: To a solution of 3.82 g (0.0192 mole) of 3-amino quinuclidine dihydrochloride in about 25 ml of carbon dioxide-free water was added 8 g (0.025 mole) of barium hydroxide octahydrate. The mixture was warmed for 5 minutes and then dried to a powder on a rotary evaporator. While protecting from contamination with carbon dioxide in the atmosphere, the powder was extracted in sequence with hot benzene and a 1:1 mixture of benzene-methylene chloride solution. The combined extracts were dried over magne... The reactants are compound C, N(N)C1=CC=C(C=C1)CCO (2-(4-hydrazinophenyl)ethanol), COC=1C=C(C=CC1OC)C1=NN(C([C@H]2CCCC[C@@H]12)=O)CCO ((cis)-4-(3,4-Dimethoxyphenyl)-2-(2-hydroxy-1-ethyl)-4a,5,6,7,8,8a-hexahydro-2H-phthalazin-1-one). Product: COC=1C=C(C=CC1OC)C1=NN(C([C@H]2CC=CC[C@@H]12)=O)C1=CC=C(C=C1)CCO ((cis)-4-(3,4-Dimethoxyphenyl)-2-(4-(2-hydroxyethyl)phenyl)-4a,5,8,8a-tetrahydro-2H-phthalazin-1-one). Reaction SMILES: [NH:1]([C:3]1[CH:8]=[CH:7][C:6]([CH2:9][CH2:10][OH:11])=[CH:5][CH:4]=1)[NH2:2].[CH3:12][O:13][C:14]1[CH:15]=[C:16]([C:22]2[C@H:31]3[C@H:26]([CH2:27][CH2:28][CH2:29][CH2:30]3)[C:25](=[O:32])N(CCO)N=2)[CH:17]=[CH:18][C:19]=1[O:20][CH3:21]>>[CH3:12][O:13][C:14]1[CH:15]=[C:16]([C:22]2[C@H:31]3[C@H:26]([CH2:27][CH:28]=[CH:29][CH2:30]3)[C:25](=[O:32])[N:1]([C:3]3[CH:4]=[CH:5][C:6]([CH2:9][CH2:10][OH:11])=[CH:7][CH:8]=3)[N:2]=2)[CH:17]=[CH:18][C:19]=1[O:20][CH3:21]. Procedure: Prepared from compound C and 2-(4-hydrazinophenyl)ethanol as described for compound 35. Crystallized from diethyl ether. M.p. 137°-139° C.